From a dataset of the Open Reaction Database (ORD), a public repository of structured organic reaction records. describe an organic reaction: reactants, conditions, products, and yield The reactants are C(C1=CC=CC=C1)OC(NC1(CCNCC1)C)=O ((4-methyl-piperidin-4-yl)-carbamic acid benzyl ester), C(C)(C)(C)OC(C1=CN=C(C=C1)F)=O (6-fluoro-nicotinic acid tert-butyl ester). The solvent is O1CCOCC1 (dioxane). Conditions: temperature 80 celsius, time 18 hour. Product: C(C)(C)(C)OC(=O)C=1C=CC(=NC1)N1CCC(CC1)(C)NC(=O)OCC1=CC=CC=C1 (4-benzyloxycarbonylamino-4-methyl-3,4,5,6-tetrahydro-2H-(1,2′)bipyridinyl-5′-carboxylic acid tert-butyl ester). RXN SMILES: [CH2:1]([O:8][C:9](=[O:18])[NH:10][C:11]1([CH3:17])[CH2:16][CH2:15][NH:14][CH2:13][CH2:12]1)[C:2]1[CH:7]=[CH:6][CH:5]=[CH:4][CH:3]=1.[C:19]([O:23][C:24](=[O:32])[C:25]1[CH:30]=[CH:29][C:28](F)=[N:27][CH:26]=1)([CH3:22])([CH3:21])[CH3:20]>O1CCOCC1>[C:19]([O:23][C:24]([C:25]1[CH:30]=[CH:29][C:28]([N:14]2[CH2:15][CH2:16][C:11]([NH:10][C:9]([O:8][CH2:1][C:2]3[CH:7]=[CH:6][CH:5]=[CH:4][CH:3]=3)=[O:18])([CH3:17])[CH2:12][CH2:13]2)=[N:27][CH:26]=1)=[O:32])([CH3:22])([CH3:20])[CH3:21]. Procedure: To a stirred solution of (4-methyl-piperidin-4-yl)-carbamic acid benzyl ester (0.31 g, 1.28 mmol, Example 30B) in dioxane (5.0 mL) at room temperature was added 6-fluoro-nicotinic acid tert-butyl ester (0.21 g, 1.07 mmol). The reaction mixture was stirred at 80° C. for 18 hours, concentrated under reduced pressure and purified by flash chromatography with 10% to 30% ethyl acetate in hexane to provide 4-benzyloxycarbonylamino-4-methyl-3,4,5,6-tetrahydro-2H-(1,2′)bipyridinyl-5′-carboxylic acid ter... Reactants: C(C)OC(CC=1C=C(C(=CC1)OC)C1=C(C=C(C=C1)F)CNCC)=O ((2′-ethylaminomethyl-4′-fluoro-6-methoxy-biphenyl-3-yl)-acetic acid ethyl ester), C(C)(=O)Cl (acetyl chloride). Yields the product C(C)OC(CC=1C=C(C(=CC1)OC)C1=C(C=C(C=C1)F)CN(CC)C(C)=O)=O ({2′-[(Acetyl-ethyl-amino)-methyl]-4′-fluoro-6-methoxy-biphenyl-3-yl}-acetic acid ethyl ester). RXN SMILES: [CH2:1]([O:3][C:4](=[O:25])[CH2:5][C:6]1[CH:7]=[C:8]([C:14]2[CH:19]=[CH:18][C:17]([F:20])=[CH:16][C:15]=2[CH2:21][NH:22][CH2:23][CH3:24])[C:9]([O:12][CH3:13])=[CH:10][CH:11]=1)[CH3:2].[C:26](Cl)(=[O:28])[CH3:27]>>[CH2:1]([O:3][C:4](=[O:25])[CH2:5][C:6]1[CH:7]=[C:8]([C:14]2[CH:19]=[CH:18][C:17]([F:20])=[CH:16][C:15]=2[CH2:21][N:22]([C:26](=[O:28])[CH3:27])[CH2:23][CH3:24])[C:9]([O:12][CH3:13])=[CH:10][CH:11]=1)[CH3:2]. Procedure: Prepared according to the procedure described in Example 1, Step 6, using the following starting materials: (2′-ethylaminomethyl-4′-fluoro-6-methoxy-biphenyl-3-yl)-acetic acid ethyl ester and acetyl chloride.